Dataset: the Open Reaction Database (ORD), a public repository of structured organic reaction records. Task: describe an organic reaction: reactants, conditions, products, and yield Yields the product CN1CC2CCC3c4ccc(O)cc4CCC23C1. As a reaction SMILES: [CH2:21]([N+:22]([CH2:23][CH2:24][CH2:25][CH3:26])([CH2:27][CH2:28][CH2:29][CH3:30])[CH2:31][CH2:32][CH2:33][CH3:34])[CH2:35][CH2:36][CH3:37].[CH3:1][O:2][c:3]1[cH:4][c:5]2[c:6]([cH:18][cH:19]1)[CH:7]1[CH2:8][CH2:9][CH:10]3[CH2:11][N:12]([CH3:17])[CH2:13][C:14]13[CH2:15][CH2:16]2.[Cl:38][CH2:39][Cl:40].[I-:20]>>[OH:2][c:3]1[cH:4][c:5]2[c:6]([cH:18][cH:19]1)[CH:7]1[CH2:8][CH2:9][CH:10]3[CH2:11][N:12]([CH3:17])[CH2:13][C:14]13[CH2:15][CH2:16]2. Starting materials: CCCC[N+](CCCC)(CCCC)CCCC, COc1ccc2c(c1)CCC13CN(C)CC1CCC23, ClCCl, [I-]. Starting materials: C(C(C)C)(=O)Cl (Isobutyryl chloride), C(C)(C)(C)OC(CN1C(=NC2=C1C=CC(=C2)NCC2=CC=CC=C2)CCC)=O ((5-benzylamino-2-propyl-benzoimidazol-1-yl)-acetic acid tert-butyl ester), CCN(C(C)C)C(C)C (DIEA). The reagents and catalysts are CN(C)C=1C=CN=CC1 (DMAP). Run in C(Cl)Cl (CH2Cl2), Cl (HCl). Run at time 8 hour. The product is C(C)(C)(C)OC(CN1C(=NC2=C1C=CC(=C2)N(C(C(C)C)=O)CC2=CC=CC=C2)CCC)=O ([5-(Benzyl-isobutyryl-amino)-2-propyl-benzoimidazol-1-yl]-acetic acid tert-butyl ester). RXN SMILES: [C:1](Cl)(=[O:5])[CH:2]([CH3:4])[CH3:3].[C:7]([O:11][C:12](=[O:34])[CH2:13][N:14]1[C:18]2[CH:19]=[CH:20][C:21]([NH:23][CH2:24][C:25]3[CH:30]=[CH:29][CH:28]=[CH:27][CH:26]=3)=[CH:22][C:17]=2[N:16]=[C:15]1[CH2:31][CH2:32][CH3:33])([CH3:10])([CH3:9])[CH3:8].CCN(C(C)C)C(C)C>CN(C1C=CN=CC=1)C.C(Cl)Cl.Cl>[C:7]([O:11][C:12](=[O:34])[CH2:13][N:14]1[C:18]2[CH:19]=[CH:20][C:21]([N:23]([CH2:24][C:25]3[CH:26]=[CH:27][CH:28]=[CH:29][CH:30]=3)[C:1](=[O:5])[CH:2]([CH3:4])[CH3:3])=[CH:22][C:17]=2[N:16]=[C:15]1[CH2:31][CH2:32][CH3:33])([CH3:10])([CH3:9])[CH3:8]. Procedure details: Isobutyryl chloride (38 μL, 0.36 mmol) was added to a solution of (5-benzylamino-2-propyl-benzoimidazol-1-yl)-acetic acid tert-butyl ester (45 mg, 0.12 mmol), DIEA (41 μL, 0.24 mmol) and DMAP (15 mg, 0.12 mmol) in CH2Cl2 (1 mL), and stirred overnight at room temperature. The reaction solution was diluted with aqueous HCl (1.0 M) and filtered through an Extrelut column. The Extrelut column was washed with CH2Cl2, and the filtrate was concentrated to afford the subtitle compound that was used with... The reactants are C1(CCC1)OC1=CC=C(C=N1)N (6-cyclobutoxy-pyridin-3-ylamine), ClC(=O)OC1=CC=C(C=C1)[N+](=O)[O-] (4-nitrophenyl chloroformate), C(Cl)Cl.CO (DCM MeOH), C(=O)([O-])[O-].[Ca+2] (CaCO3), C(Cl)Cl.CO (DCM MeOH). The solvent is C1(=CC=CC=C1)C (toluene). The product is [N+](=O)([O-])C1=CC=C(C=C1)OC(NC=1C=NC(=CC1)OC1CCC1)=O ((6-Cyclobutoxy-pyridin-3-yl)-carbamic acid 4-nitro-phenyl ester). Isolated yield 68.6%. RXN SMILES: [CH:1]1([O:5][C:6]2[N:11]=[CH:10][C:9]([NH2:12])=[CH:8][CH:7]=2)[CH2:4][CH2:3][CH2:2]1.C([O-])([O-])=O.[Ca+2].Cl[C:19]([O:21][C:22]1[CH:27]=[CH:26][C:25]([N+:28]([O-:30])=[O:29])=[CH:24][CH:23]=1)=[O:20].C(Cl)Cl.CO>C1(C)C=CC=CC=1>[N+:28]([C:25]1[CH:24]=[CH:23][C:22]([O:21][C:19](=[O:20])[NH:12][C:9]2[CH:10]=[N:11][C:6]([O:5][CH:1]3[CH2:2][CH2:3][CH2:4]3)=[CH:7][CH:8]=2)=[CH:27][CH:26]=1)([O-:30])=[O:29] |f:1.2,4.5|. Reported procedure: A mixture of 6-cyclobutoxy-pyridin-3-ylamine (4.41 g, assume 25 mmol), as prepared in the previous step, and CaCO3 (3.25 g, 32.5 mmol) (10 micron powder) was treated with a homogeneous solution of 4-nitrophenyl chloroformate (5.54 g, 27.5 mmol) in toluene (28 mL) in one portion at rt, and was stirred at “rt” (reaction warmed spontaneously) for 2 h. The reaction mixture was then directly loaded onto a flash silica column (95:5 DCM/MeOH→9:1 DCM/MeOH) to afford 5.65 g of material, which was further...